Task: describe an organic reaction: reactants, conditions, products, and yield. Dataset: the Open Reaction Database (ORD), a public repository of structured organic reaction records The product is CN(C)c1c(Cl)cc(C(O)C#Cc2ccc(C(=O)O)c(O)c2)cc1C(C)(C)C. Reactants: C#CC(O)c1cc(Cl)c(N(C)C)c(C(C)(C)C)c1, I[Cu]I, O=C(O)c1ccc(I)cc1O. As a reaction SMILES: [C:12]([CH3:13])([CH3:14])([CH3:15])[c:16]1[cH:17][c:18]([CH:26]([C:27]#[CH:28])[OH:29])[cH:19][c:20]([Cl:25])[c:21]1[N:22]([CH3:23])[CH3:24].[Cu:30]([I:31])[I:32].[OH:1][c:2]1[c:3]([C:4](=[O:5])[OH:6])[cH:7][cH:8][c:9]([I:11])[cH:10]1>>[OH:1][c:2]1[c:3]([C:4](=[O:5])[OH:6])[cH:7][cH:8][c:9]([C:28]#[C:27][CH:26]([c:18]2[cH:17][c:16]([C:12]([CH3:13])([CH3:14])[CH3:15])[c:21]([N:22]([CH3:23])[CH3:24])[c:20]([Cl:25])[cH:19]2)[OH:29])[cH:10]1. Reactants: BrC1=NC=CC(=C1N)Cl (2-bromo-4-chloropyridin-3-amine), CB1OB(OB(O1)C)C (trimethylboroxine), C(=O)([O-])[O-].[K+].[K+] (K2CO3), O1CCOCC1 (1,4-dioxane), glass. Reagents/catalysts: C1=CC=C(C=C1)P([C-]2C=CC=C2)C3=CC=CC=C3.C1=CC=C(C=C1)P([C-]2C=CC=C2)C3=CC=CC=C3.Cl[Pd]Cl.[Fe+2].C(Cl)Cl (PdCl2(dppf) CH2Cl2). The solvent is O (H2O), CCOC(=O)C (EtOAc). Run at temperature 50 celsius. The product is ClC1=C(C(=NC=C1)C)N (4-Chloro-2-methylpyridin-3-amine). Reaction SMILES: Br[C:2]1[C:7]([NH2:8])=[C:6]([Cl:9])[CH:5]=[CH:4][N:3]=1.[CH3:10]B1OB(C)OB(C)O1.C([O-])([O-])=O.[K+].[K+].O1CCOCC1>CCOC(C)=O.C1C=CC(P(C2C=CC=CC=2)[C-]2C=CC=C2)=CC=1.C1C=CC(P(C2C=CC=CC=2)[C-]2C=CC=C2)=CC=1.Cl[Pd]Cl.[Fe+2].C(Cl)Cl.O>[Cl:9][C:6]1[CH:5]=[CH:4][N:3]=[C:2]([CH3:10])[C:7]=1[NH2:8] |f:2.3.4,7.8.9.10.11|. Reported procedure: Following a modified synthetic procedure reported in WO 2005/016892, a mixture of 2-bromo-4-chloropyridin-3-amine (prepared as described in US2002/0119982) (1.0 eq.), trimethylboroxine (1.05 eq.), K2CO3 (3.5 eq.) and PdCl2(dppf)-CH2Cl2 adduct (0.1 eq.) in 10:1 solution 1,4-dioxane:H2O (0.28M) was put in a 10-mL glass vial equipped with a small magnetic stirring bar. The reaction vessel was fitted with a rubber septum, was evacuated and back-filled with argon and sealed with an aluminum/Teflon cr... The reactants are O=N[O-], Nc1cnc2ccsc2c1, [Na+], O, O=S(=O)(O)O. Yields the product Oc1cnc2ccsc2c1. Reaction SMILES: [N:16]([O-:17])=[O:18].[NH2:1][c:2]1[cH:3][c:4]2[c:5]([n:6][cH:7]1)[cH:8][cH:9][s:10]2.[Na+:19].[OH2:20].[S:11]([OH:12])(=[O:13])(=[O:14])[OH:15]>>[c:2]1([OH:12])[cH:3][c:4]2[c:5]([n:6][cH:7]1)[cH:8][cH:9][s:10]2.